From a dataset of the Open Reaction Database (ORD), a public repository of structured organic reaction records. describe an organic reaction: reactants, conditions, products, and yield The reactants are C(C1=CC=CC=C1)OC1OC(CC1NC(=O)CN1N(CCCC(C1=O)NC(C1=CC(=C(C(=C1)Cl)O)Cl)=O)S(=O)(=O)C)=O (N-(2-[(2-Benzyloxy-5-oxo-tetrahydro-furan-3-ylcarbamoyl)-methyl]-1-methanesulfonyl-3-oxo-[1,2]diazepan-4-yl)-3,5-dichloro-4-hydroxy-benzamide), Cl (HCl). The solvent is CC#N (CH3CN). Product: ClC=1C=C(C(=O)NC2CCCN(N(C2=O)CC(=O)NC(CC(=O)O)C=O)S(=O)(=O)C)C=C(C1O)Cl (3-{2-[6-(3,5-Dichloro-4-hydroxy-benzoylamino)-2-methanesulfonyl-7-oxo-[1,2]diazepan-1-yl]-acetylamino}-4-oxo-butyric acid). The yield is 47.0%. RXN SMILES: C([O:8][CH:9]1[CH:13]([NH:14][C:15]([CH2:17][N:18]2[C:24](=[O:25])[CH:23]([NH:26][C:27](=[O:37])[C:28]3[CH:33]=[C:32]([Cl:34])[C:31]([OH:35])=[C:30]([Cl:36])[CH:29]=3)[CH2:22][CH2:21][CH2:20][N:19]2[S:38]([CH3:41])(=[O:40])=[O:39])=[O:16])[CH2:12][C:11](=[O:42])[O:10]1)C1C=CC=CC=1.Cl>CC#N>[Cl:36][C:30]1[CH:29]=[C:28]([CH:33]=[C:32]([Cl:34])[C:31]=1[OH:35])[C:27]([NH:26][CH:23]1[C:24](=[O:25])[N:18]([CH2:17][C:15]([NH:14][CH:13]([CH:9]=[O:8])[CH2:12][C:11]([OH:42])=[O:10])=[O:16])[N:19]([S:38]([CH3:41])(=[O:39])=[O:40])[CH2:20][CH2:21][CH2:22]1)=[O:37]. Reported procedure: N-{2-[(2-Benzyloxy-5-oxo-tetrahydro-furan-3-ylcarbamoyl)-methyl]-1-methanesulfonyl-3-oxo-[1,2]diazepan-4-yl}-3,5-dichloro-4-hydroxy-benzamide (26b) was stirred in CH3CN (0.5 mL) and 2N HCl (1 mL) for 7 hours. The solution was concentrated in vacuo to half of the volume and extracted with ether (2 mL×4). The combined ether layers was diluted with ethyl acetate/hexane (1/9, 3 mL), washed with 1M Na2CO3 (2 mL). The aqueous solution was washed with ethyl acetate/hexane (1/9, 2 mL×2), acidified with ... The product is [Si](C)(C)(C(C)(C)C)OC1=CC=C(C(=O)C2=CC=C(C=C2)CCN(C(OC(C)(C)C)=O)C[C@@H](C2=CC(=CC=C2)Cl)O[Si](C)(C)C(C)(C)C)C=C1 (tert-butyl N-[2-[4-[4-[[tert-butyl(dimethyl)silyl]oxy]benzoyl]phenyl]ethyl]-N-[(2R)-2-[[tert-butyl(dimethyl)silyl]oxy]-2-(3-chlorophenyl)ethyl]carbamate). The solvent is O1CCCC1 (tetrahydrofuran), CCCCCC (hexane). The yield is 63.4%. As a reaction SMILES: Br[C:2]1[CH:7]=[CH:6][C:5]([CH2:8][CH2:9][N:10]([CH2:18][C@H:19]([O:27][Si:28]([C:31]([CH3:34])([CH3:33])[CH3:32])([CH3:30])[CH3:29])[C:20]2[CH:25]=[CH:24][CH:23]=[C:22]([Cl:26])[CH:21]=2)[C:11](=[O:17])[O:12][C:13]([CH3:16])([CH3:15])[CH3:14])=[CH:4][CH:3]=1.C([Li])CCC.[Si:40]([O:47][C:48]1[CH:59]=[CH:58][C:51]([C:52](N(OC)C)=[O:53])=[CH:50][CH:49]=1)([C:43]([CH3:46])([CH3:45])[CH3:44])([CH3:42])[CH3:41]>O1CCCC1.CCCCCC>[Si:40]([O:47][C:48]1[CH:59]=[CH:58][C:51]([C:52]([C:2]2[CH:3]=[CH:4][C:5]([CH2:8][CH2:9][N:10]([CH2:18][C@H:19]([O:27][Si:28]([C:31]([CH3:34])([CH3:32])[CH3:33])([CH3:29])[CH3:30])[C:20]3[CH:25]=[CH:24][CH:23]=[C:22]([Cl:26])[CH:21]=3)[C:11](=[O:17])[O:12][C:13]([CH3:16])([CH3:14])[CH3:15])=[CH:6][CH:7]=2)=[O:53])=[CH:50][CH:49]=1)([C:43]([CH3:46])([CH3:45])[CH3:44])([CH3:42])[CH3:41]. The reactants are [Si](C)(C)(C(C)(C)C)OC1=CC=C(C(=O)N(C)OC)C=C1 (4-[[tert-butyl(dimethyl)silyl]oxy]-N-methoxy-N-methylbenzamide), BrC1=CC=C(C=C1)CCN(C(OC(C)(C)C)=O)C[C@@H](C1=CC(=CC=C1)Cl)O[Si](C)(C)C(C)(C)C (tert-butyl N-[2-(4-bromophenyl)-ethyl]-N-[(2R)-2-[[tert-butyl(dimethyl)silyl]oxy]-2-(3-chlorophenyl)ethyl]carbamate), C(CCC)[Li] (butyllithium). Procedure details: To a solution of tert-butyl N-[2-(4-bromophenyl)-ethyl]-N-[(2R)-2-[[tert-butyl(dimethyl)silyl]oxy]-2-(3-chlorophenyl)ethyl]carbamate (880 mg) in tetrahydrofuran (13 ml) was added a solution of butyllithium in hexane (1.59M, 1.07 ml) dropwise at −70° C. under nitrogen and the mixture was stirred at −70° C. for 30 minutes. To the reaction mixture was added 4-[[tert-butyl(dimethyl)silyl]oxy]-N-methoxy-N-methylbenzamide (480 mg) at −70° C., and the mixture was stirred at −70° C. for 1 hour. The mixt... Run at temperature -70 celsius, time 30 minute. Starting materials: amine, N[C@H](CO)CC1=CC=CC=C1 ((S)-2-amino-3-phenyl-1-propanol), N[C@]12CC[C@@H]([C@@]1(C)CC[C@@H]1[C@]3(CC[C@@H](C[C@H]3CC[C@@H]21)O)C)C(=O)OC ((3β,5β,14β,17β)-14-Amino-3-hydroxyandrostane-17-carboxylic Acid, Methyl Ester), C(=O)(N1C=NC=C1)N1C=NC=C1 (1,1'-carbonyldiimidazole), Cl (HCl). Solvent: C(Cl)Cl (CH2Cl2). Run at time 2 day. Product: (3β(S),5β,14β,17β)-14-Amino-3-[[[[2-hydroxy-1-(phenylmethyl)ethyl]amino]carbonyl]oxy]androstane-17-carboxylic Acid, Methyl Ester Hydrochloride, Cl.N[C@]12CC[C@@H]([C@@]1(C)CC[C@@H]1[C@]3(CC[C@@H](C[C@H]3CC[C@@H]21)OC(=O)NC(CO)CC2=CC=CC=C2)C)C(=O)OC ((3β,5β,14β,17β)-14-Amino-3-[[[[2-hydroxy-1-(phenylmethyl)ethyl]amino]carbonyl]oxy]androstane-17-carboxylic Acid, Methyl Ester Hydrochloride). As a reaction SMILES: [NH2:1][C@@:2]12[C@H:19]3[C@@H:10]([C@:11]4([CH3:21])[C@H:16]([CH2:17][CH2:18]3)[CH2:15][C@@H:14]([OH:20])[CH2:13][CH2:12]4)[CH2:9][CH2:8][C@:6]1([CH3:7])[C@@H:5]([C:22]([O:24][CH3:25])=[O:23])[CH2:4][CH2:3]2.[C:26](N1C=CN=C1)(N1C=CN=C1)=[O:27].[NH2:38][C@@H:39]([CH2:42][C:43]1[CH:48]=[CH:47][CH:46]=[CH:45][CH:44]=1)[CH2:40][OH:41].[ClH:49]>C(Cl)Cl>[ClH:49].[NH2:1][C@@:2]12[C@H:19]3[C@@H:10]([C@:11]4([CH3:21])[C@H:16]([CH2:17][CH2:18]3)[CH2:15][C@@H:14]([O:20][C:26]([NH:38][CH:39]([CH2:42][C:43]3[CH:48]=[CH:47][CH:46]=[CH:45][CH:44]=3)[CH2:40][OH:41])=[O:27])[CH2:13][CH2:12]4)[CH2:9][CH2:8][C@:6]1([CH3:7])[C@@H:5]([C:22]([O:24][CH3:25])=[O:23])[CH2:4][CH2:3]2 |f:5.6|. Procedure details: To a solution of 1.4 g (0.004 mole) of (3β,5β,14β,17β)-14-Amino-3-hydroxyandrostane-17-carboxylic Acid, Methyl Ester, prepared according to the procedure described in U.S. Pat. No. 4,885,280, incorporated by reference herein, in 40 ml of CH2Cl2 under N2 and stirring, is added 0.72 g (0.0044 mole) of 1,1'-carbonyldiimidazole. The solution is allowed to stir for 2 days and then 1.8 g (0.012 mole) of (S)-2-amino-3-phenyl-1-propanol is added. No product appeared to form (TLC) after 3 days of stirrin... Reactants: CCC(=O)O, CCO, O=C(O)CC(=O)O, O=S(Cl)Cl, OC(c1ccccc1)(c1ccccc1)c1ccccc1, O=C(O)CC(c1ccccc1)(c1ccccc1)c1ccccc1. Product: O=C(Cl)CC(c1ccccc1)(c1ccccc1)c1ccccc1. Reaction SMILES: [CH3:51][CH2:52][C:53](=[O:54])[OH:55].[CH3:60][CH2:61][OH:62].[OH:21][C:22]([CH2:23][C:24](=[O:25])[OH:26])=[O:27].[S:56]([Cl:57])([Cl:58])=[O:59].[c:1]1([C:2]([c:3]2[cH:4][cH:5][cH:6][cH:7][cH:8]2)([c:9]2[cH:10][cH:11][cH:12][cH:13][cH:14]2)[OH:15])[cH:16][cH:17][cH:18][cH:19][cH:20]1.[c:28]1([C:34]([CH2:35][C:36](=[O:37])[OH:38])([c:39]2[cH:40][cH:41][cH:42][cH:43][cH:44]2)[c:45]2[cH:46][cH:47][cH:48][cH:49][cH:50]2)[cH:29][cH:30][cH:31][cH:32][cH:33]1>>[c:28]1([C:34]([CH2:35][C:36](=[O:37])[Cl:58])([c:39]2[cH:40][cH:41][cH:42][cH:43][cH:44]2)[c:45]2[cH:46][cH:47][cH:48][cH:49][cH:50]2)[cH:29][cH:30][cH:31][cH:32][cH:33]1. Solvent: O (water). Reagents/catalysts: C=1C=CC(=CC1)[P](C=2C=CC=CC2)(C=3C=CC=CC3)[Pd]([P](C=4C=CC=CC4)(C=5C=CC=CC5)C=6C=CC=CC6)([P](C=7C=CC=CC7)(C=8C=CC=CC8)C=9C=CC=CC9)[P](C=1C=CC=CC1)(C=1C=CC=CC1)C=1C=CC=CC1 (tetrakis(triphenylphosphine)palladium). Starting materials: BrC=1C=CC=2N(C1)C=C(N2)CN2CCN(CC2)C2=CC=C(C=C2)Cl (6-bromo-2-[[4-(4-chlorophenyl)-1-piperazinyl]methyl]imidazo[1,2-a]pyridine), C([O-])(O)=O.[Na+] (sodium bicarbonate), C(OC)COC (dimethoxyethane), C1(=CC=CC=C1)OB(O)O (phenylboric acid). The product is ClC1=CC=C(C=C1)N1CCN(CC1)CC=1N=C2N(C=C(C=C2)C2=CC=CC=C2)C1 (2-[[4-(4-Chlorophenyl)-1-piperazinyl]methyl]-6-phenylimidazo[1,2-a]pyridine). As a reaction SMILES: Br[C:2]1[CH:3]=[CH:4][C:5]2[N:6]([CH:8]=[C:9]([CH2:11][N:12]3[CH2:17][CH2:16][N:15]([C:18]4[CH:23]=[CH:22][C:21]([Cl:24])=[CH:20][CH:19]=4)[CH2:14][CH2:13]3)[N:10]=2)[CH:7]=1.C(COC)OC.[C:31]1(OB(O)O)[CH:36]=[CH:35][CH:34]=[CH:33][CH:32]=1.C(=O)(O)[O-].[Na+]>O.C1C=CC([P]([Pd]([P](C2C=CC=CC=2)(C2C=CC=CC=2)C2C=CC=CC=2)([P](C2C=CC=CC=2)(C2C=CC=CC=2)C2C=CC=CC=2)[P](C2C=CC=CC=2)(C2C=CC=CC=2)C2C=CC=CC=2)(C2C=CC=CC=2)C2C=CC=CC=2)=CC=1>[Cl:24][C:21]1[CH:22]=[CH:23][C:18]([N:15]2[CH2:16][CH2:17][N:12]([CH2:11][C:9]3[N:10]=[C:5]4[CH:4]=[CH:3][C:2]([C:31]5[CH:36]=[CH:35][CH:34]=[CH:33][CH:32]=5)=[CH:7][N:6]4[CH:8]=3)[CH2:13][CH2:14]2)=[CH:19][CH:20]=1 |f:3.4,^1:50,52,71,90|. Reported procedure: A mixture of 6-bromo-2-[[4-(4-chlorophenyl)-1-piperazinyl]methyl]imidazo[1,2-a]pyridine. (Example 23; 0.091 g), tetrakis(triphenylphosphine)palladium (0) (Aldrich; 0.0078 g), and dimethoxyethane (2 mL) is stirred at room temperature for 10 min, at which time phenylboric acid (Aldrich; 0.0306 g) is added, followed by sodium bicarbonate (0.0565 g) in water (1 mL). The mixture is stirred at reflux for 3 h and then allowed to cool. Dimethoxyethane is removed under reduced pressure and the residue is... Reactants: OB(O)O, [GeH4], Nc1c(Br)cc(Br)c2c1C(=O)c1ccccc1C2=O, Nc1cccc2c1C(=O)c1ccccc1C2=O, O=S(=O)(O)O. Product: Nc1c(Br)cc(O)c2c1C(=O)c1ccccc1C2=O. As a reaction SMILES: [B:38]([OH:39])([OH:40])[OH:41].[GeH4:1].[NH2:19][c:20]1[c:21]([Br:37])[cH:22][c:23]([Br:36])[c:24]2[c:33]1[C:32](=[O:34])[c:31]1[c:26]([cH:27][cH:28][cH:29][cH:30]1)[C:25]2=[O:35].[NH2:2][c:3]1[c:4]2[c:14]([cH:15][cH:16][cH:18]1)[C:12](=[O:13])[c:7]1[c:6]([cH:11][cH:10][cH:9][cH:8]1)[C:5]2=[O:17].[S:42](=[O:43])(=[O:44])([OH:45])[OH:46]>>[OH:17][c:23]1[cH:22][c:21]([Br:37])[c:20]([NH2:19])[c:33]2[c:24]1[C:25](=[O:35])[c:26]1[cH:27][cH:28][cH:29][cH:30][c:31]1[C:32]2=[O:34].